From a dataset of the Open Reaction Database (ORD), a public repository of structured organic reaction records. describe an organic reaction: reactants, conditions, products, and yield The reactants are ClC=1C=C2CCNC2=CC1 (5-chloroindoline), ClC1=C(C=C(C=C1)Cl)[N+](=O)[O-] (1,4-dichloronitrobenzene), N1=C(C=C(C=C1C)C)C (collidine). The solvent is CN(C=O)C (dimethylformamide). The product is ClC=1C=C2CCN(C2=CC1)C1=C(C=C(C=C1)Cl)[N+](=O)[O-] (5-Chloro-1-(4-chloro-2-nitrophenyl)indoline). Yield: 40.0%. Reaction SMILES: [Cl:1][C:2]1[CH:3]=[C:4]2[C:8](=[CH:9][CH:10]=1)[NH:7][CH2:6][CH2:5]2.Cl[C:12]1[CH:17]=[CH:16][C:15]([Cl:18])=[CH:14][C:13]=1[N+:19]([O-:21])=[O:20].N1C(C)=CC(C)=CC=1C>CN(C)C=O>[Cl:1][C:2]1[CH:3]=[C:4]2[C:8](=[CH:9][CH:10]=1)[N:7]([C:12]1[CH:17]=[CH:16][C:15]([Cl:18])=[CH:14][C:13]=1[N+:19]([O-:21])=[O:20])[CH2:6][CH2:5]2. Procedure details: A stirred solution of 123 g (0.80 mole) of 5-chloroindoline, 134 g (0.70 mole) of 1,4-dichloronitrobenzene and 97 g (0.80 mole) of collidine in 1000 ml of dimethylformamide was heated under nitrogen at 150° C. for 48 hours. The mixture was then cooled, filtered from insolubles, and the solvent was removed in vacuo with warming. The residue was partitioned between 1000 ml of dichloromethane and 500 ml of water. The water layer was removed and the organic phase was washed twice with 2N-hydrochlori...